The task is: describe an organic reaction: reactants, conditions, products, and yield. This data is from the Open Reaction Database (ORD), a public repository of structured organic reaction records. The reactants are C1CCOC1, CCOC(=O)NCC(OCC)OCC, Cl, O. The product is CCOC(=O)NCC=O. As a reaction SMILES: [CH2:17]1[O:18][CH2:19][CH2:20][CH2:21]1.[CH2:1]([O:3][CH:4]([O:2][CH2:12][CH3:13])[CH2:5][NH:6][C:7]([O:8][CH2:9][CH3:10])=[O:11])[CH3:14].[ClH:15].[OH2:16]>>[O:3]=[CH:4][CH2:5][NH:6][C:7]([O:8][CH2:9][CH3:10])=[O:11].